This data is from the Open Reaction Database (ORD), a public repository of structured organic reaction records. The task is: describe an organic reaction: reactants, conditions, products, and yield Starting materials: CC(C)(C)OC(=O)Nc1cc2nc(-c3ccccc3)cn2cc1C1CC1, ClCCl, O=C(O)C(F)(F)F. Product: Nc1cc2nc(-c3ccccc3)cn2cc1C1CC1. As a reaction SMILES: [C:8]([O:9][C:10](=[O:11])[NH:14][c:15]1[cH:16][c:17]2[n:18]([cH:19][c:20]1[CH:21]1[CH2:22][CH2:23]1)[cH:24][c:25](-[c:27]1[cH:28][cH:29][cH:30][cH:31][cH:32]1)[n:26]2)([CH3:12])([CH3:13])[CH3:33].[Cl:34][CH2:35][Cl:36].[OH:1][C:2]([C:3]([F:4])([F:5])[F:6])=[O:7]>>[NH2:14][c:15]1[cH:16][c:17]2[n:18]([cH:19][c:20]1[CH:21]1[CH2:22][CH2:23]1)[cH:24][c:25](-[c:27]1[cH:28][cH:29][cH:30][cH:31][cH:32]1)[n:26]2. Starting materials: C1COC(C2C(C3=C(C=C(C=C3CC2)OC)OC)=O)O1 (1,2,3,4-tetrahydro-6,8-dimethoxy-1-oxo-2-naphthaldehyde ethylene acetal), OC=C1C(C2=C(C=C(C=C2CC1)OC)OC)=O (2-hydroxymethylene-6,8-dimethoxy-1-tetralone), [BH4-].[Na+] (sodium borohydride). The solvent is CC(C)O (2-propanol). The product is C1COC(C2C(C3=C(C=C(C=C3CC2)OC)OC)O)O1 (1,2,3,4-tetrahydro-1-hydroxy-6,8-dimethoxy-2-naphthaldehyde ethylene acetal). Reaction SMILES: [CH2:1]1[O:20][CH:4]([CH:5]2[CH2:14][CH2:13][C:12]3[C:7](=[C:8]([O:17][CH3:18])[CH:9]=[C:10]([O:15][CH3:16])[CH:11]=3)[C:6]2=[O:19])[O:3][CH2:2]1.OC=C1CCC2C(=C(OC)C=C(OC)C=2)C1=O.[BH4-].[Na+]>CC(O)C>[CH2:2]1[O:3][CH:4]([CH:5]2[CH2:14][CH2:13][C:12]3[C:7](=[C:8]([O:17][CH3:18])[CH:9]=[C:10]([O:15][CH3:16])[CH:11]=3)[CH:6]2[OH:19])[O:20][CH2:1]1 |f:2.3|. Procedure: A mixture of crude 1,2,3,4-tetrahydro-6,8-dimethoxy-1-oxo-2-naphthaldehyde ethylene acetal obtained from 5.73 g. of 2-hydroxymethylene-6,8-dimethoxy-1-tetralone, and 0.91 g. of sodium borohydride in 25 ml. of 2-propanol was stirred two hours at room temperature. The mixture was cooled and treated with 80 ml. of saturated aqueous ammonium chloride and extracted with ether. The ethereal extracts were washed with saturated aqueous solutions of sodium bicarbonate and sodium chloride, dried over anhy... Yields the product ClC=1C=C(C=NC1Cl)S(=O)(=O)N (5,6-dichloropyridine-3-sulfonamide). RXN SMILES: [Cl:1][C:2]1[CH:3]=[C:4]([S:9](Cl)(=[O:11])=[O:10])[CH:5]=[N:6][C:7]=1[Cl:8].[NH4+:13].[OH-]>C(O)(C)C>[Cl:1][C:2]1[CH:3]=[C:4]([S:9]([NH2:13])(=[O:11])=[O:10])[CH:5]=[N:6][C:7]=1[Cl:8] |f:1.2|. Conditions: time 8 hour. Reported procedure: To a solution of 5,6-dichloropyridine-3-sulfonyl chloride (32.16 g) in isopropyl alcohol (300 mL) at 0° C. was added a 30% aqueous solution of NH4OH (50.8 mL). After stirring overnight, the solvent was reduced to ⅓ of the original volume. It was then partitioned between water and ethyl acetate. The aqueous layer was extracted with additional ethyl acetate. The combined organic layers were washed with brine, dried over MgSO4, filtered, and concentrated. The residue was chromatographed on silica g... Solvent: C(C)(C)O (isopropyl alcohol). Reactants: ClC=1C=C(C=NC1Cl)S(=O)(=O)Cl (5,6-dichloropyridine-3-sulfonyl chloride), aqueous solution, [NH4+].[OH-] (NH4OH).